Dataset: the Open Reaction Database (ORD), a public repository of structured organic reaction records. Task: describe an organic reaction: reactants, conditions, products, and yield Reactants: C1(=CC=CC=C1)OC (anisole), C1(=CC=C(C=C1)C(=O)O)C (para-toluic acid), O (water). The reagents and catalysts are FC(S(=O)(=O)[O-])(F)F.[Hf+4].FC(S(=O)(=O)[O-])(F)F.FC(S(=O)(=O)[O-])(F)F.FC(S(=O)(=O)[O-])(F)F (Hafnium (IV) trifluoromethanesulfonate). Run in ClC1=CC=CC=C1 (chlorobenzene). Run at time 3 hour. Yields the product COC1=CC=C(C(=O)C2=CC=C(C=C2)C)C=C1 (4-methoxy-4′-methylbenzophenone). Yield: 8.9%. Reaction SMILES: [C:1]1([O:7][CH3:8])[CH:6]=[CH:5][CH:4]=[CH:3][CH:2]=1.[C:9]1([CH3:18])[CH:14]=[CH:13][C:12]([C:15](O)=[O:16])=[CH:11][CH:10]=1.O>ClC1C=CC=CC=1.FC(F)(F)S([O-])(=O)=O.[Hf+4].FC(F)(F)S([O-])(=O)=O.FC(F)(F)S([O-])(=O)=O.FC(F)(F)S([O-])(=O)=O>[CH3:8][O:7][C:1]1[CH:6]=[CH:5][C:4]([C:15]([C:12]2[CH:13]=[CH:14][C:9]([CH3:18])=[CH:10][CH:11]=2)=[O:16])=[CH:3][CH:2]=1 |f:4.5.6.7.8|. Reported procedure: Hafnium (IV) trifluoromethanesulfonate (5.15 g), anisole (1.08 g) and para-toluic acid (1.36 g) were refluxed together in 125 mL chlorobenzene with azeotropic removal of the upper water layer (inverse Dean-Stark apparatus). After 3 hours, the mixture was cooled and extracted with 2×25 mL water, then 2×25 mL saturated sodium bicarbonate solution. The organic layer was dried using anhydrous sodium sulfate, filtered, then concentrated down in vacuo to give crude 4-methoxy-4′-methylbenzophenone (0.2... The reactants are [OH-].[Na+] (sodium hydroxide), CC=1C=C(C=C(C1)C)NC(=O)C=1C(=NC=CC1)SCC1=CC(=NC=C1)C(=O)OCC (N-(3,5-dimethylphenyl)-2-(2-ethoxycarbonylpyridin-4-ylmethylthio)pyridine-3-carboxamide), Cl (hydrochloric acid). Run in CO (methanol), C(C)(=O)OCC (ethyl acetate). Yields the product C(=O)(O)C1=NC=CC(=C1)CSC1=NC=CC=C1C(=O)NC1=CC(=CC(=C1)C)C (2-(2-Carboxypyridin-4-ylmethylthio)-N-(3,5-dimethylphenyl)pyridine-3-carboxamide). Isolated yield 84.0%. As a reaction SMILES: [OH-].[Na+].[CH3:3][C:4]1[CH:5]=[C:6]([NH:11][C:12]([C:14]2[C:15]([S:20][CH2:21][C:22]3[CH:27]=[CH:26][N:25]=[C:24]([C:28]([O:30]CC)=[O:29])[CH:23]=3)=[N:16][CH:17]=[CH:18][CH:19]=2)=[O:13])[CH:7]=[C:8]([CH3:10])[CH:9]=1.Cl>CO.C(OCC)(=O)C>[C:28]([C:24]1[CH:23]=[C:22]([CH2:21][S:20][C:15]2[C:14]([C:12]([NH:11][C:6]3[CH:7]=[C:8]([CH3:10])[CH:9]=[C:4]([CH3:3])[CH:5]=3)=[O:13])=[CH:19][CH:18]=[CH:17][N:16]=2)[CH:27]=[CH:26][N:25]=1)([OH:30])=[O:29] |f:0.1|. Reported procedure: A 1N aqueous sodium hydroxide solution (0.5 mL) was added to a solution of N-(3,5-dimethylphenyl)-2-(2-ethoxycarbonylpyridin-4-ylmethylthio)pyridine-3-carboxamide (95 mg, 0.22 mmol, Compound No. 1-241) in methanol (2 mL), then the mixture was stirred at room temperature for 1.5 hours. 1N hydrochloric acid (1 mL) was added to the reaction mixture, and this mixture was diluted with ethyl acetate (35 mL). The mixture was washed with brine (20 mL), and then the organic layer was dried over anhydrous... Starting materials: Cl.ClC=1C=C2C(=C(NC2=CC1)C=1C=NC=CC1)C (5-chloro-3-methyl-2-pyridin-3-yl-1H-indole hydrochloride), BrCC1=CC=C(C=C1)S(=O)(=O)C (1-bromomethyl-4-methanesulfonyl-benzene). Product: ClC=1C=C2C(=C(N(C2=CC1)CC1=CC=C(C=C1)S(=O)(=O)C)C=1C=NC=CC1)C (5-chloro-1-(4-methanesulfonyl-benzyl)-3-methyl-2-pyridin-3-yl-1H-indole). As a reaction SMILES: Cl.[Cl:2][C:3]1[CH:4]=[C:5]2[C:9](=[CH:10][CH:11]=1)[NH:8][C:7]([C:12]1[CH:13]=[N:14][CH:15]=[CH:16][CH:17]=1)=[C:6]2[CH3:18].Br[CH2:20][C:21]1[CH:26]=[CH:25][C:24]([S:27]([CH3:30])(=[O:29])=[O:28])=[CH:23][CH:22]=1>>[Cl:2][C:3]1[CH:4]=[C:5]2[C:9](=[CH:10][CH:11]=1)[N:8]([CH2:20][C:21]1[CH:22]=[CH:23][C:24]([S:27]([CH3:30])(=[O:29])=[O:28])=[CH:25][CH:26]=1)[C:7]([C:12]1[CH:13]=[N:14][CH:15]=[CH:16][CH:17]=1)=[C:6]2[CH3:18] |f:0.1|. Reported procedure: 5-Chloro-3-methyl-2-pyridin-3-yl-1H-indole hydrochloride (Example 2) and 1-bromomethyl-4-methanesulfonyl-benzene are processed according to the method described in Example 11 to give 5-chloro-1-(4-methanesulfonyl-benzyl)-3-methyl-2-pyridin-3-yl-1H-indole. 1H NMR (400 MHz, MeOD) δ ppm 2.29 (s, 3H), 3.09 (s, 3H), 5.46 (s, 2H), 7.20 (dd, J=8.6, 2.0 Hz, 1H), 7.34 (d, J=8.8 Hz, 1H), 7.53-7.57 (m, 1H), 7.66 (d, J=1.8 Hz, 1H), 7.79-7.84 (m, 1H), 7.86 (dt, J=7.9, 2.0 Hz, 1H), 8.52 (dd, J=2.3, 1.0 Hz, 1H... The reactants are C1(=CC=CC=C1)COC(=O)N(C)CC(=O)NCCNC(CNC(=O)OC(C)(C)C)=O (N-(1,1-Dimethylethoxycarbonyl)glycine N-(2-(N-(phenylmethoxycarbonyl)sarcosylamino)ethyl)amide), Cl (hydrogen chloride), C1(=CC=CC=C1)COC(=O)N(C)CC(=O)NCCNC(CNC([C@@H](NC(=O)OC(C)(C)C)CC(C)C)=O)=O (N-(N-(1,1-Dimethylethoxycarbonyl)leucyl)glycine N-(2-(N-(phenylmethoxycarbonyl)sarcosylamino)ethyl)amide), O (Water). Solvent: ClCCl (dichloromethane). Conditions: time 15 minute. The product is Cl.C1(=CC=CC=C1)COC(=O)N(C)CC(=O)NCCNC(CN)=O (glycine N-(2-(N-(phenylmethoxycarbonyl)sarcosylamino)ethyl)amide hydrochloride). As a reaction SMILES: [C:1]1([CH2:7][O:8][C:9]([N:11]([CH2:13][C:14]([NH:16][CH2:17][CH2:18][NH:19][C:20](=[O:38])[CH2:21][NH:22]C(=O)[C@H](CC(C)C)NC(OC(C)(C)C)=O)=[O:15])[CH3:12])=[O:10])[CH:6]=[CH:5][CH:4]=[CH:3][CH:2]=1.C1(COC(N(CC(NCCNC(=O)CNC(OC(C)(C)C)=O)=O)C)=O)C=CC=CC=1.[ClH:69].O>ClCCl>[ClH:69].[C:1]1([CH2:7][O:8][C:9]([N:11]([CH2:13][C:14]([NH:16][CH2:17][CH2:18][NH:19][C:20](=[O:38])[CH2:21][NH2:22])=[O:15])[CH3:12])=[O:10])[CH:6]=[CH:5][CH:4]=[CH:3][CH:2]=1 |f:5.6|. Procedure details: N-(N-(1,1-Dimethylethoxycarbonyl)leucyl)glycine N-(2-(N-(phenylmethoxycarbonyl)sarcosylamino)ethyl)amide. N-(1,1-Dimethylethoxycarbonyl)glycine N-(2-(N-(phenylmethoxycarbonyl)sarcosylamino)ethyl)amide (5.22 g, 8 mmol) was treated with excess hydrogen chloride in dichloromethane (50 mL) for 1 h. Water (50 mL) was added and the mixture was stirred vigorously for 15 min. The solvent and excess reagent were evaporated from the aqueous layer under reduced pressure to give crude glycine N-(2-(N-(pheny...